The task is: describe an organic reaction: reactants, conditions, products, and yield. This data is from the Open Reaction Database (ORD), a public repository of structured organic reaction records. The reactants are Cl (HCl), ClC1=CC=2C(C3=C(C4=CC(=C(C=C4C(=C3C(C2C=C1Cl)=O)O)Cl)Cl)O)=O (2,3,8,9-tetrachloro-6,11-dihydroxynaphthacene-5,12-dione), C1(=CC=CC=C1)S (thiophenol), C([O-])([O-])=O.[K+].[K+] (potassium carbonate). Solvent: CS(=O)C (dimethyl sulfoxide). Product: C1(=CC=CC=C1)SC1=CC=2C(C3=C(C4=CC(=C(C=C4C(=C3C(C2C=C1SC1=CC=CC=C1)=O)O)SC1=CC=CC=C1)SC1=CC=CC=C1)O)=O (2,3,8,9-Tetraphenylthio-6,11-dihydroxynaphthacene-5,12-dione). Reaction SMILES: Cl[C:2]1[C:19](Cl)=[CH:18][C:17]2[C:16](=[O:21])[C:15]3[C:6](=[C:7]([OH:25])[C:8]4[C:13]([C:14]=3[OH:22])=[CH:12][C:11](Cl)=[C:10](Cl)[CH:9]=4)[C:5](=[O:26])[C:4]=2[CH:3]=1.[C:27]1([SH:33])[CH:32]=[CH:31][CH:30]=[CH:29][CH:28]=1.C(=O)([O-])[O-].[K+].[K+].Cl>CS(C)=O>[C:27]1([S:33][C:2]2[C:19]([S:33][C:27]3[CH:32]=[CH:31][CH:30]=[CH:29][CH:28]=3)=[CH:18][C:17]3[C:16](=[O:21])[C:15]4[C:6](=[C:7]([OH:25])[C:8]5[C:13]([C:14]=4[OH:22])=[CH:12][C:11]([S:33][C:27]4[CH:32]=[CH:31][CH:30]=[CH:29][CH:28]=4)=[C:10]([S:33][C:27]4[CH:32]=[CH:31][CH:30]=[CH:29][CH:28]=4)[CH:9]=5)[C:5](=[O:26])[C:4]=3[CH:3]=2)[CH:32]=[CH:31][CH:30]=[CH:29][CH:28]=1 |f:2.3.4|. Procedure details: 50 g (116.8 mmol) of 2,3,8,9-tetrachloro-6,11-dihydroxynaphthacene-5,12-dione, 77.22 g (700.8 mmol) of thiophenol, 129.15 g (934 mmol) of potassium carbonate and 400 ml of dimethyl sulfoxide (DMSO) are stirred for 1 day at 100° C. The mixture is poured into a dilute aqueous solution of HCl and stirred. The red crude product is isolated by filtration, washed with water, dried at 140° C. under vacuum, then extracted three times by boiling with cyclohexanone and dried once more. Yield: 80.11 g (95%... Starting materials: FC(SC1=CC=C(CN)C=C1)(F)F (4-[(trifluoromethyl)thio]benzylamine), C20H17F3N2OS, C1=NC=CC2=C(C=CC=C12)C(C(=O)O)C (2-(5-isoquinolinyl)propanoic acid), C1=NC=CC2=C(C=CC=C12)CC(=O)O (5-isoquinolinylacetic acid). The product is C1=NC=CC2=C(C=CC=C12)C(C(=O)NCC1=CC=C(C=C1)SC(F)(F)F)C (2-(5-isoquinolinyl)-N-{4-[(trifluoromethyl)thio]benzyl}propanamide). Reaction SMILES: [F:1][C:2]([F:13])([F:12])[S:3][C:4]1[CH:11]=[CH:10][C:7]([CH2:8][NH2:9])=[CH:6][CH:5]=1.[CH:14]1[C:23]2[C:18](=[C:19]([CH:24]([CH3:28])[C:25](O)=[O:26])[CH:20]=[CH:21][CH:22]=2)[CH:17]=[CH:16][N:15]=1.C1C2C(=C(CC(O)=O)C=CC=2)C=CN=1>>[CH:14]1[C:23]2[C:18](=[C:19]([CH:24]([CH3:28])[C:25]([NH:9][CH2:8][C:7]3[CH:10]=[CH:11][C:4]([S:3][C:2]([F:12])([F:1])[F:13])=[CH:5][CH:6]=3)=[O:26])[CH:20]=[CH:21][CH:22]=2)[CH:17]=[CH:16][N:15]=1. Procedure details: The title compound was prepared using the procedure described in Example 222B using 4-[(trifluoromethyl)thio]benzylamine and 2-(5-isoquinolinyl)propanoic acid instead of 4-(trifluoromethoxy)benzylamine and 5-isoquinolinylacetic acid. MS (ESI+) m/z 391 (M+H)+; MS (ESI−) m/z 389 (M−H)−; 1H NMR (DMSO, 300 MHz) δ 1.57 (d, J 7.1, 3H), 4.33 (d, J 6.1, 2H), 4.65 (q, J 7.1, 1H), 7.33 (d, J 8.1, 1H), 7.65 (m, 2H), 7.76 (m, 1H), 7.98 (m, 2H), 8.19 (d, J 7.1, 1H), 8.42 (d, J 7.8, 1H), 8.61 (br s, 1H), 8.62... Procedure details: by using isobutyl 2-hydroxyethylcarbamate and 2-bromopropionyl bromide there is obtained isobutyl 2-(2-bromopropionyloxy)-ethylcarbamate, nD20 1.4731; As a reaction SMILES: [OH:1][CH2:2][CH2:3][NH:4][C:5](=[O:11])[O:6][CH2:7][CH:8]([CH3:10])[CH3:9].[Br:12][CH:13]([CH3:17])[C:14](Br)=[O:15]>>[Br:12][CH:13]([CH3:17])[C:14]([O:1][CH2:2][CH2:3][NH:4][C:5](=[O:11])[O:6][CH2:7][CH:8]([CH3:9])[CH3:10])=[O:15]. The product is BrC(C(=O)OCCNC(OCC(C)C)=O)C (isobutyl 2-(2-bromopropionyloxy)-ethylcarbamate). Starting materials: OCCNC(OCC(C)C)=O (isobutyl 2-hydroxyethylcarbamate), BrC(C(=O)Br)C (2-bromopropionyl bromide).